Dataset: the Open Reaction Database (ORD), a public repository of structured organic reaction records. Task: describe an organic reaction: reactants, conditions, products, and yield Starting materials: CCCCN1C(=O)C(Cl)=C(c2ccccc2)S1(=O)=O, CC#N, CC(C)(C)OC(=O)c1cc2cc(N)ccc2o1. Yields the product CCCCN1C(=O)C(Nc2ccc3oc(C(=O)OC(C)(C)C)cc3c2)=C(c2ccccc2)S1(=O)=O. As a reaction SMILES: [CH2:1]([CH2:2][CH2:3][CH3:4])[N:5]1[S:6](=[O:18])(=[O:19])[C:7]([c:12]2[cH:13][cH:14][cH:15][cH:16][cH:17]2)=[C:8]([Cl:11])[C:9]1=[O:10].[CH3:37][C:38]#[N:39].[NH2:20][c:21]1[cH:22][cH:23][c:24]2[c:25]([cH:26][c:27]([C:29](=[O:30])[O:31][C:32]([CH3:33])([CH3:34])[CH3:35])[o:28]2)[cH:36]1>>[CH2:1]([CH2:2][CH2:3][CH3:4])[N:5]1[S:6](=[O:18])(=[O:19])[C:7]([c:12]2[cH:13][cH:14][cH:15][cH:16][cH:17]2)=[C:8]([NH:20][c:21]2[cH:22][cH:23][c:24]3[c:25]([cH:26][c:27]([C:29](=[O:30])[O:31][C:32]([CH3:33])([CH3:34])[CH3:35])[o:28]3)[cH:36]2)[C:9]1=[O:10]. Reactants: Cl.C1(CC1)COC1=C(C=C(C=C1)OC)C1=C2C(=NC=C1)C(=C(N2)C)C(=O)N[C@@H]2CNC[C@H]2O (7-[2-(cyclopropylmethoxy)-5-methoxyphenyl]-N-[(3R*,4R*)-4-hydroxypyrrolidin-3-yl]-2-methyl-1H-pyrrolo[3,2-b]pyridine-3-carboxamide hydrochloride), C(C)(=O)OCC(=O)Cl (2-chloro-2-oxoethyl acetate). Product: C1(CC1)COC1=C(C=C(C=C1)OC)C1=C2C(=NC=C1)C(=C(N2)C)C(=O)N[C@@H]2CN(C[C@H]2O)C(CO)=O (7-[2-(Cyclopropylmethoxy)-5-methoxyphenyl]-N-[(3R*,4R*)-4-hydroxy-1-(hydroxyacetyl)pyrrolidin-3-yl]-2-methyl-1H-pyrrolo[3,2-b]pyridine-3-carboxamide). RXN SMILES: Cl.[CH:2]1([CH2:5][O:6][C:7]2[CH:12]=[CH:11][C:10]([O:13][CH3:14])=[CH:9][C:8]=2[C:15]2[CH:20]=[CH:19][N:18]=[C:17]3[C:21]([C:25]([NH:27][C@H:28]4[C@H:32]([OH:33])[CH2:31][NH:30][CH2:29]4)=[O:26])=[C:22]([CH3:24])[NH:23][C:16]=23)[CH2:4][CH2:3]1.C([O:37][CH2:38][C:39](Cl)=[O:40])(=O)C>>[CH:2]1([CH2:5][O:6][C:7]2[CH:12]=[CH:11][C:10]([O:13][CH3:14])=[CH:9][C:8]=2[C:15]2[CH:20]=[CH:19][N:18]=[C:17]3[C:21]([C:25]([NH:27][C@H:28]4[C@H:32]([OH:33])[CH2:31][N:30]([C:38](=[O:37])[CH2:39][OH:40])[CH2:29]4)=[O:26])=[C:22]([CH3:24])[NH:23][C:16]=23)[CH2:4][CH2:3]1 |f:0.1|. Procedure details: Starting from 7-[2-(cyclopropylmethoxy)-5-methoxyphenyl]-N-[(3R*,4R*)-4-hydroxypyrrolidin-3-yl]-2-methyl-1H-pyrrolo[3,2-b]pyridine-3-carboxamide hydrochloride (example D.f17) and commercially available 2-chloro-2-oxoethyl acetate the title compound is obtained as colorless solid. Reactants: COc1cc(CCl)nc(NC(=O)NS(=O)(=O)c2ccccc2S(=O)(=O)N(C)C)n1, CN(C)C(=S)S, CC#N, [Na], O. Product: COc1cc(CSC(=S)N(C)C)nc(NC(=O)NS(=O)(=O)c2ccccc2S(=O)(=O)N(C)C)n1. RXN SMILES: [CH3:1][N:2]([S:3](=[O:4])(=[O:5])[c:6]1[c:7]([S:12](=[O:13])(=[O:14])[NH:15][C:16](=[O:17])[NH:18][c:19]2[n:20][c:21]([O:27][CH3:28])[cH:22][c:23]([CH2:25][Cl:26])[n:24]2)[cH:8][cH:9][cH:10][cH:11]1)[CH3:29].[CH3:31][N:32]([C:33]([SH:34])=[S:35])[CH3:36].[CH3:37][C:38]#[N:39].[Na:30].[OH2:40]>>[CH3:1][N:2]([S:3](=[O:4])(=[O:5])[c:6]1[c:7]([S:12](=[O:13])(=[O:14])[NH:15][C:16](=[O:17])[NH:18][c:19]2[n:20][c:21]([O:27][CH3:28])[cH:22][c:23]([CH2:25][S:35][C:33]([N:32]([CH3:31])[CH3:36])=[S:34])[n:24]2)[cH:8][cH:9][cH:10][cH:11]1)[CH3:29]. The reactants are COC([C@H](CC1=C(C=C(C=C1)OCC=1N=C(OC1C)C1=CC=CC=C1)OC)OCC)=O ((S)-2-ethoxy-3-[2-methoxy-4-(5-methyl-2-phenyl-oxazol-4-ylmethoxy)-phenyl]-propionic acid methyl ester), [Li+].[OH-] (LiOH). Yields the product C(C)O[C@H](C(=O)O)CC1=C(C=C(C=C1)OCC=1N=C(OC1C)C1=CC=CC=C1)OC ((S)-2-ethoxy-3-[2-methoxy-4-(5-methyl-2-phenyl-oxazol-4-ylmethoxy)-phenyl]-propionic acid). Reaction SMILES: C[O:2][C:3](=[O:31])[C@@H:4]([O:28][CH2:29][CH3:30])[CH2:5][C:6]1[CH:11]=[CH:10][C:9]([O:12][CH2:13][C:14]2[N:15]=[C:16]([C:20]3[CH:25]=[CH:24][CH:23]=[CH:22][CH:21]=3)[O:17][C:18]=2[CH3:19])=[CH:8][C:7]=1[O:26][CH3:27].[Li+].[OH-]>>[CH2:29]([O:28][C@@H:4]([CH2:5][C:6]1[CH:11]=[CH:10][C:9]([O:12][CH2:13][C:14]2[N:15]=[C:16]([C:20]3[CH:25]=[CH:24][CH:23]=[CH:22][CH:21]=3)[O:17][C:18]=2[CH3:19])=[CH:8][C:7]=1[O:26][CH3:27])[C:3]([OH:31])=[O:2])[CH3:30] |f:1.2|. Procedure: In analogy to the procedure described in example 1 g], (S)-2-ethoxy-3-[2-methoxy-4-(5-methyl-2-phenyl-oxazol-4-ylmethoxy)-phenyl]-propionic acid methyl ester was treated with LiOH to obtain (S)-2-ethoxy-3-[2-methoxy-4-(5-methyl-2-phenyl-oxazol-4-ylmethoxy)-phenyl]-propionic acid as colorless solid. Starting materials: CCOC(=O)c1ccc(S)cc1, Cc1c(-c2cccnc2)n(CCOS(C)(=O)=O)c2ccccc12, CN(C)C=O, [H-], [Na+]. Product: CCOC(=O)c1ccc(SCCn2c(-c3cccnc3)c(C)c3ccccc32)cc1. As a reaction SMILES: [CH2:1]([CH3:2])[O:3][C:4]([c:5]1[cH:6][cH:7][c:8]([SH:11])[cH:9][cH:10]1)=[O:12].[CH3:15][S:16]([O:17][CH2:20][CH2:21][n:22]1[c:23](-[c:32]2[cH:33][n:34][cH:35][cH:36][cH:37]2)[c:24]([CH3:31])[c:25]2[cH:26][cH:27][cH:28][cH:29][c:30]12)(=[O:18])=[O:19].[CH3:38][N:39]([CH3:40])[CH:41]=[O:42].[H-:13].[Na+:14]>>[CH2:1]([CH3:2])[O:3][C:4]([c:5]1[cH:6][cH:7][c:8]([S:11][CH2:20][CH2:21][n:22]2[c:23](-[c:32]3[cH:33][n:34][cH:35][cH:36][cH:37]3)[c:24]([CH3:31])[c:25]3[cH:26][cH:27][cH:28][cH:29][c:30]23)[cH:9][cH:10]1)=[O:12]. Reactants: ClC1=CC2=C(N3C(=N2)CC(CC3=O)C3=CC=CC=C3)C=C1 (7-chloro-3-phenyl-3,4-dihydropyrido[1,2-a]-benzimidazol-1(2H)-one), ClC=1C=CC2=C(N3C(=N2)CC(CC3=O)C3=CC=CC=C3)C1 (8-chloro-3-phenyl-3,4-dihydropyrido[1,2-a]benzimidazol-1(2H)-one), solution, N (ammonia). The solvent is O1CCOCC1 (1,4-dioxane), CC(=O)C (acetone), O (water). Conditions: time 1 hour. Yields the product ClC1=CC2=C(N=C(N2)CC(CC(=O)N)C2=CC=C(C=C2)Cl)C=C1 (4-(5-Chloro-2-benzimidazolyl)-3-(4-chlorophenyl)butyramide). As a reaction SMILES: [Cl:1][C:2]1[CH:21]=[CH:20][C:5]2[N:6]3[C:12](=[O:13])[CH2:11][CH:10]([C:14]4[CH:19]=[CH:18][CH:17]=[CH:16][CH:15]=4)[CH2:9][C:7]3=[N:8][C:4]=2[CH:3]=1.[Cl:22]C1C=CC2N=C3CC(C4C=CC=CC=4)CC(=O)N3C=2C=1.[NH3:43]>O1CCOCC1.O.CC(C)=O>[Cl:1][C:2]1[CH:21]=[CH:20][C:5]2[N:43]=[C:7]([CH2:9][CH:10]([C:14]3[CH:19]=[CH:18][C:17]([Cl:22])=[CH:16][CH:15]=3)[CH2:11][C:12]([NH2:6])=[O:13])[NH:8][C:4]=2[CH:3]=1. Reported procedure: A 1:1-mixture of 7-chloro-3-phenyl-3,4-dihydropyrido[1,2-a]-benzimidazol-1(2H)-one and 8-chloro-3-phenyl-3,4-dihydropyrido[1,2-a]benzimidazol-1(2H)-one (222 mg)—see example 1.27.1—was dissolved in 1,4-dioxane (3 ml) at reflux temperature. A 25% solution of ammonia in water (2 ml) was added to give a light red solution. Refluxing was continued for 1 h. All volatiles were removed at the water aspirator to leave a light red oil, which was dissolved in acetone (3 ml). Soon precipitation occurs and t... Reactants: C(=O)(OC(C)(C)C)N1CCNCC1.[N+](=O)([O-])C=1C=C2C=CCC2=CC1 (5-nitro-indene bocpiperazine). Reagents/catalysts: [Pd] (Pd/C). The solvent is CO (methanol). Reaction conditions: time 48 hour. Yields the product NC=1C=C2CC(CC2=CC1)N1CCN(CC1)C(=O)OC(C)(C)C (tert-butyl 4-(5-amino-2,3-dihydro-1H-inden-2-yl)piperazine-1-carboxylate). RXN SMILES: [C:1]([N:8]1[CH2:13][CH2:12][NH:11][CH2:10][CH2:9]1)([O:3][C:4]([CH3:7])([CH3:6])[CH3:5])=[O:2].[N+:14]([C:17]1[CH:18]=[C:19]2[C:23](=[CH:24][CH:25]=1)[CH2:22][CH:21]=[CH:20]2)([O-])=O>CO.[Pd]>[NH2:14][C:17]1[CH:18]=[C:19]2[C:23](=[CH:24][CH:25]=1)[CH2:22][CH:21]([N:11]1[CH2:10][CH2:9][N:8]([C:1]([O:3][C:4]([CH3:7])([CH3:6])[CH3:5])=[O:2])[CH2:13][CH2:12]1)[CH2:20]2 |f:0.1|. Procedure: To a solution of 5-nitro-indene bocpiperazine (0.740 g, 2.13 mmol) in methanol (20 mL) was added Pd/C (0.280 g, 2.63 mmol). The reaction mixture was stirred under H2 for 48 h. When the hydrogenation was complete, the reaction mixture was passed through a pad of Celite® and washed several times with methanol. The collected organics were then concentrated in vacuo and gave the title product. LC/MS: [(M+1)]+=318; The reactants are ClC=1C(=C(C=CC1)S(=O)(=O)Cl)C (3-chloro-2-methylbenzenesulphonyl chloride), N1=CC=CC=C1 (pyridine), C(=O)(O)[O-].[Na+] (NaHCO3), NC=1C=C2N=C(C(=NC2=CC1)C)C (6-amino-2,3-dimethylquinoxaline). Run in ClCCl (dichloromethane). Conditions: time 5 minute. The product is ClC=1C(=C(C=CC1)S(=O)(=O)NC=1C=C2N=C(C(=NC2=CC1)C)C)C (3-chloro-N-(2.3-dimethyl-quinoxalin-6-yl)-2-methyl-benzenesulfonamide). Yield: 91.3%. As a reaction SMILES: [Cl:1][C:2]1[C:3]([CH3:12])=[C:4]([S:8](Cl)(=[O:10])=[O:9])[CH:5]=[CH:6][CH:7]=1.N1C=CC=CC=1.[NH2:19][C:20]1[CH:21]=[C:22]2[C:27](=[CH:28][CH:29]=1)[N:26]=[C:25]([CH3:30])[C:24]([CH3:31])=[N:23]2.C([O-])(O)=O.[Na+]>ClCCl>[Cl:1][C:2]1[C:3]([CH3:12])=[C:4]([S:8]([NH:19][C:20]2[CH:21]=[C:22]3[C:27](=[CH:28][CH:29]=2)[N:26]=[C:25]([CH3:30])[C:24]([CH3:31])=[N:23]3)(=[O:10])=[O:9])[CH:5]=[CH:6][CH:7]=1 |f:3.4|. Procedure: To a solution of 3-chloro-2-methylbenzenesulphonyl chloride (109 mg, 0.485 mmol) in dichloromethane (3 mL) was added pyridine (90 μL, 1.2 mmol) and the mixture was stirred under N2 for 5 min, after which time 6-amino-2,3-dimethylquinoxaline [22] (80 mg, 0.46 mmol) was added. The resulting mixture was stirred for 6 h at room temperature, then saturated NaHCO3 solution (8 mL) was added and the mixture was extracted into ethyl acetate (15 mL). The organic phase was washed with brine, dried (Na2SO4)... Starting materials: P(=O)(Cl)(Cl)Cl (Phosphorus oxychloride), C1(=CC=CC=C1)C (toluene), C1(CCCCC1)N(C(=O)NCC)CC (cyclohexyl-diethylurea), C(C)NCC (Diethylamine). Solvent: O (water). Reaction conditions: time 8 hour. Yields the product C1(CCCCC1)N=C(N(CC)CC)N(CC)CC (Cyclohexyl-tetraethylguanidine). As a reaction SMILES: P(Cl)(Cl)(Cl)=O.[C:6]1(C)[CH:11]=[CH:10][CH:9]=[CH:8][CH:7]=1.[CH:13]1([N:19]([CH2:25][CH3:26])[C:20]([NH:22]CC)=O)CCCC[CH2:14]1.[CH2:27]([NH:29][CH2:30][CH3:31])[CH3:28]>O>[CH:6]1([N:22]=[C:20]([N:19]([CH2:25][CH3:26])[CH2:13][CH3:14])[N:29]([CH2:30][CH3:31])[CH2:27][CH3:28])[CH2:7][CH2:8][CH2:9][CH2:10][CH2:11]1. Reported procedure: Phosphorus oxychloride (144 ml, 237 g, 1.55 mol) is added dropwise over a 1.5 hour period to a toluene (800 ml) solution of cyclohexyl-diethylurea (297 g, 1.5 mol). The reaction is stirred overnight at room temperature. Diethylamine (330 ml, 234 g, 3.2 mol) is added dropwise for over a 2 hour period, then stirred 3 hours at room temperature. The reaction mixture is poured into water (3000 ml). The water layer is extracted with toluene (3×200 ml). The organic layer and extracts are combined and d...